This data is from the Open Reaction Database (ORD), a public repository of structured organic reaction records. The task is: describe an organic reaction: reactants, conditions, products, and yield Reactants: C(C1=CC=CC=C1)N1C[C@@H](NCC1)CC=O (((S)-4-benzyl-piperazin-2-yl)-acetaldehyde), aldehyde, primary alcohol, C[N+]1(CCOCC1)[O-] (NMO), C[Mg]Cl (MeMgCl). Reagents/catalysts: CCC[N+](CCC)(CCC)CCC.[O-][Ru](=O)(=O)=O (TPAP). The product is secondary alcohol, C(C1=CC=CC=C1)N1C[C@@H](NCC1)CC(C)O (1-((S)-4-benzyl-piperazin-2-yl)-propan-2-ol). Reaction SMILES: [CH3:1][N+]1([O-])CCOCC1.[CH2:9]([N:16]1[CH2:21][CH2:20][NH:19][C@@H:18]([CH2:22][CH:23]=[O:24])[CH2:17]1)[C:10]1[CH:15]=[CH:14][CH:13]=[CH:12][CH:11]=1.C[Mg]Cl>CCC[N+](CCC)(CCC)CCC.[O-][Ru](=O)(=O)=O>[CH2:9]([N:16]1[CH2:21][CH2:20][NH:19][C@@H:18]([CH2:22][CH:23]([OH:24])[CH3:1])[CH2:17]1)[C:10]1[CH:11]=[CH:12][CH:13]=[CH:14][CH:15]=1 |f:3.4|. Reported procedure: Briefly (and essentially as described in PCT International Publication Numbers WO 98/20001 and WO 99/65922), (Nα-(t-butyloxycarbonyl)-β-(benzyl ester)-L-aspartic acid) is reacted with N-benzylglycine in the presence of DCC and HOBt to produce the corresponding N-benzylglycine amide, which is further reacted with TFA to remove the BOC protecting group, yielding ((S)-4-benzyl-3,6-dioxo-piperazin-2-yl)-acetic acid ethyl ester. This is reduced to 2-((S)-4-benzyl-piperazin-2-yl)-ethanol by reaction w... Reactants: solid, BrC1=CC(=C(C=2C=C3N(C12)CCNC3=O)F)F (6-bromo-8,9-difluoro-3,4-dihydro-2H-pyrazino[1,2-a]indol-1-one), BrC1=CC(=C(C=2C=C3N(C12)CCNC3=O)F)F (6-bromo-8,9-difluoro-3,4-dihydro-2H-pyrazino[1,2-a]indol-1-one), FC1=CC=C(C=C1)B(O)O (4-fluoro-phenylboronic acid). Yields the product FC1=C(C=2C=C3N(C2C(=C1)C1=CC=C(C=C1)F)CCNC3=O)F (8,9-Difluoro-6-(4-fluoro-phenyl)-3,4-dihydro-2H-pyrazino[1,2-a]indol-1-one). Reaction SMILES: Br[C:2]1[C:10]2[N:9]3[CH2:11][CH2:12][NH:13][C:14](=[O:15])[C:8]3=[CH:7][C:6]=2[C:5]([F:16])=[C:4]([F:17])[CH:3]=1.[F:18][C:19]1[CH:24]=[CH:23][C:22](B(O)O)=[CH:21][CH:20]=1>>[F:17][C:4]1[CH:3]=[C:2]([C:22]2[CH:23]=[CH:24][C:19]([F:18])=[CH:20][CH:21]=2)[C:10]2[N:9]3[CH2:11][CH2:12][NH:13][C:14](=[O:15])[C:8]3=[CH:7][C:6]=2[C:5]=1[F:16]. Reported procedure: The title compound, grey solid (70 mg, 89%), MS (ISP) m/z=317.1 [(M+H)+], mp 283.5° C., was prepared in accordance with the general method of example 1 from 6-bromo-8,9-difluoro-3,4-dihydro-2H-pyrazino[1,2-a]indol-1-one (intermediate 4) (75.3 mg, 0.25 mmol) and commercially available 4-fluoro-phenylboronic acid (45.5 mg, 0.325 mmol). Reactants: Cl.NO (hydroxylamine hydrochloride), C([O-])(O)=O.[Na+] (sodium bicarbonate), C1(=CC=CC=C1)C (toluene), C1(CCCCC1)C#N (cyclohexanecarbonitrile). Procedure details: To a solution of 1.9 g (27.4 mmol) of hydroxylamine hydrochloride in 22 mL of isopropyl alcohol, 3.3 g (40.3 mmol) of sodium bicarbonate was added. The resulting mixture was stirred at 25° C. to 30° C. for 10-15 min. 2.0 g (18.3 mmol) of cyclohexanecarbonitrile was added and stirred at 80° C. to 85° C. for 3-4 h. After the reaction period, the reaction mass was cooled to 25° C. to 30° C., filtered and washed with 10 mL of isopropyl alcohol. The filtrate was collected and distilled out completely... Run at time 12.5 minute. Product: ONC(=N)C1CCCCC1 (N-hydroxycyclohexanecarboximidamide). RXN SMILES: Cl.[NH2:2][OH:3].C(=O)(O)[O-].[Na+].[CH:9]1([C:15]#[N:16])[CH2:14][CH2:13][CH2:12][CH2:11][CH2:10]1.C1(C)C=CC=CC=1>C(O)(C)C>[OH:3][NH:2][C:15]([CH:9]1[CH2:14][CH2:13][CH2:12][CH2:11][CH2:10]1)=[NH:16] |f:0.1,2.3|. Run in C(C)(C)O (isopropyl alcohol). Reactants: C(#N)C1(CCCCC1)C1=CC=C(C=C1)OC (4-(1-Cyanocyclohexyl)anisole), C(#N)C1(CC1)C=1C=CC(=C(C=O)C1)OC (5-(1-Cyanocyclopropyl)-2-methoxybenzaldehyde). Product: C(#N)C1(CCCC1)C=1C=CC(=C(C=O)C1)OC (5-(1-Cyanocyclopentyl)-2-methoxybenzaldehyde). As a reaction SMILES: [C:1]([C:3]1([C:9]2[CH:14]=[CH:13][C:12]([O:15][CH3:16])=[CH:11][CH:10]=2)[CH2:8][CH2:7][CH2:6][CH2:5]C1)#[N:2].C(C1(C2C=CC(OC)=C(C=2)[CH:27]=[O:28])CC1)#N>>[C:1]([C:3]1([C:9]2[CH:10]=[CH:11][C:12]([O:15][CH3:16])=[C:13]([CH:14]=2)[CH:27]=[O:28])[CH2:8][CH2:7][CH2:6][CH2:5]1)#[N:2]. Procedure: This compound was prepared from 4-(1-Cyanocyclohexyl)anisole in the same manner of Compound 2. The reactants are C(C)(=O)OC=1C=C(C=CC1OC(C)=O)C(C(=O)OCC)C (Ethyl 3,4-diacetoxyphenylpropionate), C1(CCCCC1)N (cyclohexylamine). Product: C1(CCCCC1)NC(C(C)C1=CC(=C(C=C1)O)O)=O (N-Cyclohexyl-3,4-dihydroxyphenylpropionamide). Reaction SMILES: C([O:4][C:5]1[CH:6]=[C:7]([CH:15]([CH3:21])[C:16]([O:18]CC)=O)[CH:8]=[CH:9][C:10]=1[O:11]C(=O)C)(=O)C.[CH:22]1([NH2:28])[CH2:27][CH2:26][CH2:25][CH2:24][CH2:23]1>>[CH:22]1([NH:28][C:16](=[O:18])[CH:15]([C:7]2[CH:8]=[CH:9][C:10]([OH:11])=[C:5]([OH:4])[CH:6]=2)[CH3:21])[CH2:27][CH2:26][CH2:25][CH2:24][CH2:23]1. Procedure: Ethyl 3,4-diacetoxyphenylpropionate and cyclohexylamine were used to obtain N-Cyclohexyl-3,4-dihydroxyphenylpropionamide by carrying out the same procedures as described in Example 1 as an fatty product. Starting materials: COC1=CC=C(C=C1)NC(CC=C)=O (N-(4-methoxyphenyl)but-3-enamide), ClC1=CC(=CC=C1)C(=O)OO (m-chloroperbenzoic acid). Solvent: ClCCl (dichloromethane). Run at time 18 hour. The product is COC1=CC=C(C=C1)NC(CC1OC1)=O (N-(4-methoxyphenyl)-2-oxiran-2-ylacetamide). Reaction SMILES: [CH3:1][O:2][C:3]1[CH:8]=[CH:7][C:6]([NH:9][C:10](=[O:14])[CH2:11][CH:12]=[CH2:13])=[CH:5][CH:4]=1.ClC1C=CC=C(C(OO)=[O:23])C=1>ClCCl>[CH3:1][O:2][C:3]1[CH:8]=[CH:7][C:6]([NH:9][C:10](=[O:14])[CH2:11][CH:12]2[CH2:13][O:23]2)=[CH:5][CH:4]=1. Procedure details: The solution of N-(4-methoxyphenyl)but-3-enamide (9) from the previous reaction was treated with m-chloroperbenzoic acid (2 eq.) and stirred at room temperature for 18 hours. The reaction mixture was diluted with dichloromethane, and washed with 1N sodium hydroxide. The organic phase was separated, dried over magnesium sulfate, filtered, and the filtrate evaporated under reduced pressure to give crude N-(4-methoxyphenyl)-2-oxiran-2-ylacetamide, a compound of formula (10). The reactants are [Cl-].[NH4+] (ammonium chloride), [Na] (monosodium), OC=1C=C(C=C(C1)Cl)O (3-hydroxy-5-chlorophenol), ClCC(OCC)OCC (1-chloro-2,2-diethoxyethane). Run in O (water), CN(C=O)C (dimethylformamide). Run at temperature 90 celsius. The product is C(C)OC(COC=1C=C(C=C(C1)Cl)O)OCC (3-(2,2-diethoxyethoxy)-5-chlorophenol). RXN SMILES: [Na].[OH:2][C:3]1[CH:4]=[C:5]([OH:10])[CH:6]=[C:7]([Cl:9])[CH:8]=1.Cl[CH2:12][CH:13]([O:17][CH2:18][CH3:19])[O:14][CH2:15][CH3:16].[Cl-].[NH4+]>O.CN(C)C=O>[CH2:15]([O:14][CH:13]([O:17][CH2:18][CH3:19])[CH2:12][O:2][C:3]1[CH:4]=[C:5]([OH:10])[CH:6]=[C:7]([Cl:9])[CH:8]=1)[CH3:16] |f:3.4,^1:0|. Reported procedure: The monosodium salt of 3-hydroxy-5-chlorophenol (0.05 mole) and dimethylformamide (75 ml) are charged under nitrogen gas into a glass reacton vessel equipped with a mechanical stirrer, thermometer and addition funnel. The mixture is stirred until dissolved, and 1-chloro-2,2-diethoxyethane (0.05 mole) is added dropwise over a period of about 20 minutes. After the addition is completed, the reaction mixture is heated at about 90° C. with stirring for a period of about 48 hours. After this time wat...